Dataset: the Open Reaction Database (ORD), a public repository of structured organic reaction records. Task: describe an organic reaction: reactants, conditions, products, and yield Reactants: oil, Cl (HCl), C(C)(C)(C)OC(=O)C1(CC1)CCCCC(CCCCC1(CC1)C(=O)OC(C)(C)C)=O (t-Butyl 1-[9-[1-(tert-butoxycarbonyl)cyclopropyl]-5-oxononyl]-1-cyclopropanecarboxylate). Product: C(C)(C)(C)OC(=O)C1(CC1)CCCCC(CCCCC(C(=O)OCC)(C)C)=O (Ethyl 11-[1-(t-butoxycarbonyl)cyclopropyl]-2,2-dimethyl-7-oxoundecanoate). Reaction SMILES: Cl.[C:2]([O:6][C:7]([C:9]1([CH2:12][CH2:13][CH2:14][CH2:15][C:16](=[O:31])[CH2:17][CH2:18][CH2:19][CH2:20][C:21]2([C:24]([O:26][C:27](C)(C)[CH3:28])=[O:25])[CH2:23][CH2:22]2)[CH2:11][CH2:10]1)=[O:8])([CH3:5])([CH3:4])[CH3:3]>>[C:2]([O:6][C:7]([C:9]1([CH2:12][CH2:13][CH2:14][CH2:15][C:16](=[O:31])[CH2:17][CH2:18][CH2:19][CH2:20][C:21]([CH3:23])([CH3:22])[C:24]([O:26][CH2:27][CH3:28])=[O:25])[CH2:11][CH2:10]1)=[O:8])([CH3:5])([CH3:4])[CH3:3]. Reported procedure: Compound 6c was prepared likewise Method C starting from 108a (20.5 g, 55.9 mmol), 105a (18.11 g, 55.9 mmol) and KOtBu (6.57 g, 58.7 mmol) to give a yellow oil (31.79 g). Part of this oil (30.63 g) was treated with conc aqueous HCl (23 mL), as described for 106d, to give, after purification by column chromatography (silica, heptane:EtOAc=40:1), 106c (9.83 g, >90% pure by NMR, 43%) as a colorless oil. 1H NMR: δ 4.09 (q, J=7.2 Hz, 2H), 2.38 (t, J=7.2 Hz, 4H), 1.62-1.35 (m, 10H), 1.41 (s, 9H), 1.26... The reactants are Cl.[NH+]1=CC=CC=C1 (pyridinium hydrochloride), C(N)(=N)N1CCC(CC1)CCC(=O)O (1-amidino-4-piperidinepropionic acid), NCC(=O)N[C@@H](CC(OC(C)(C)C)=O)C(=O)N[C@@H](CC1=CC=CC=C1)C(=O)OC(C)(C)C (H-Gly-Asp(OtBu)-Phe-OtBu). The product is C(C)(C)(C)OC([C@@H](N)CC1=CC=CC=C1)=O (3-phenyl-L-alanine t-butyl ester), C(C)(C)OC(C)C (diisopropyl ether). As a reaction SMILES: C(N1CCC(CCC(O)=O)CC1)(=N)N.NCC(N[C@H](C([NH:31][C@H:32]([C:40]([O:42][C:43]([CH3:46])([CH3:45])[CH3:44])=[O:41])[CH2:33][C:34]1[CH:39]=[CH:38][CH:37]=[CH:36][CH:35]=1)=O)CC(=O)[O:23][C:24](C)([CH3:26])[CH3:25])=O.Cl.[NH+]1[CH:53]=[CH:52][CH:51]=CC=1>>[C:43]([O:42][C:40](=[O:41])[C@H:32]([CH2:33][C:34]1[CH:39]=[CH:38][CH:37]=[CH:36][CH:35]=1)[NH2:31])([CH3:46])([CH3:44])[CH3:45].[CH:24]([O:23][CH:52]([CH3:51])[CH3:53])([CH3:26])[CH3:25] |f:2.3|. Procedure details: Analogously to Example 1B)e), by coupling 1.6 g of 1-amidino-4-piperidinepropionic acid with 1.8 g of H-Gly-Asp(OtBu)-Phe-OtBu in the presence of 928 mg of pyridinium hydrochloride there are obtained 2.1 g of N-[N-[N-[3-(1-amidino-4-piperidinyl)propionyl]glycyl]-3-t-butoxycarbonyl)-L-alanyl]-3-phenyl-L-alanine t-butyl ester, m.p. 104°-106° C. (diisopropyl ether; decomposition). The reactants are CC1(COC(OC1)C(C)[C@H]1CC[C@H]2[C@@H]3C=CC4=CC([C@H]5[C@@H]([C@]4(C)[C@H]3CC[C@]12C)O5)=O)C (20-(5,5-dimethyl-1,3-dioxan-2-yl)-1α,2α-epoxypregna-4,6-dien-3-one), [BH4-].[Na+] (sodium borohydride), Cl (hydrochloric acid). Solvent: C(C)O (ethanol), O (water). Run at time 2 hour. Product: CC1(COC(OC1)C(C)[C@H]1CC[C@H]2[C@@H]3C=CC4=C[C@@H]([C@H]5[C@@H]([C@]4(C)[C@H]3CC[C@]12C)O5)O)C (20-(5,5-dimethyl-1,3-dioxan-2-yl)-1α,2α-epoxypregna-4,6-dien-3α-ol). Yield: 81.2%. RXN SMILES: [CH3:1][C:2]1([CH3:31])[CH2:7][O:6][CH:5]([CH:8]([C@@H:10]2[C@:27]3([CH3:28])[C@H:13]([C@H:14]4[C@H:24]([CH2:25][CH2:26]3)[C@:22]3([CH3:23])[C:17](=[CH:18][C:19](=[O:30])[C@@H:20]5[O:29][C@@H:21]53)[CH:16]=[CH:15]4)[CH2:12][CH2:11]2)[CH3:9])[O:4][CH2:3]1.[BH4-].[Na+].Cl>C(O)C.O>[CH3:31][C:2]1([CH3:1])[CH2:3][O:4][CH:5]([CH:8]([C@@H:10]2[C@:27]3([CH3:28])[C@H:13]([C@H:14]4[C@H:24]([CH2:25][CH2:26]3)[C@:22]3([CH3:23])[C:17](=[CH:18][C@H:19]([OH:30])[C@@H:20]5[O:29][C@@H:21]53)[CH:16]=[CH:15]4)[CH2:12][CH2:11]2)[CH3:9])[O:6][CH2:7]1 |f:1.2|. Procedure details: In 200 ml of ethanol was dissolved 13.0 g of 20-(5,5-dimethyl-1,3-dioxan-2-yl)-1α,2α-epoxypregna-4,6-dien-3-one, followed by addition of 1.0 g of sodium borohydride under ice-cooling. The mixture was stirred at room temperature for 2 hours. The resulting reaction mixture was neutralized with diluted hydrochloric acid under ice-cooling, diluted with water and extracted with methylene chloride. The extract was washed with aqueous sodium chloride solution and dried over magnesium sulfate. The solve... The reactants are C(C)(C)N=NC1(CCCCC1)Cl (1-isopropylazo-1-chlorocyclohexane), [N-]=[N+]=[N-].[Na+] (sodium azide), O (water). The solvent is CO (methanol). Conditions: time 20 minute. Yields the product C(C)(C)N=NC1(CCCCC1)N=[N+]=[N-] (1-Isopropylazo-1-azidocyclohexane). Reaction SMILES: [N-:1]=[N+:2]=[N-:3].[Na+].[CH:5]([N:8]=[N:9][C:10]1(Cl)[CH2:15][CH2:14][CH2:13][CH2:12][CH2:11]1)([CH3:7])[CH3:6].O>CO>[CH:5]([N:8]=[N:9][C:10]1([N:1]=[N+:2]=[N-:3])[CH2:15][CH2:14][CH2:13][CH2:12][CH2:11]1)([CH3:7])[CH3:6] |f:0.1|. Procedure details: To a stirred solution of 9.75 grams (0.15 moles) of sodium azide in 100 mls of 70% aqueous methanol in a 250 ml erlenmeyer flask cooled in an ice bath, was added 18.85 grams (0.1 moles) of 1-isopropylazo-1-chlorocyclohexane (from Example 3-2) over 15 minutes while holding the reaction temperature below 10° C. After the addition was complete the mixture was stirred an additional 20 minutes at room temperature, poured into 200 ml water and extracted into 100 ml of pentane. The pentane solution was... Reactants: CCO, O=c1cnc2cc(Cl)c(Cl)cc2[nH]1, CCOC(=O)CI. Product: CCOC(=O)Cn1c(=O)cnc2cc(Cl)c(Cl)cc21. RXN SMILES: [CH3:21][CH2:22][OH:23].[Cl:1][c:2]1[cH:3][c:4]2[n:5][cH:6][c:7](=[O:13])[nH:8][c:9]2[cH:10][c:11]1[Cl:12].[I:14][CH2:15][C:16](=[O:17])[O:18][CH2:19][CH3:20]>>[Cl:1][c:2]1[cH:3][c:4]2[n:5][cH:6][c:7](=[O:13])[n:8]([CH2:15][C:16](=[O:17])[O:18][CH2:19][CH3:20])[c:9]2[cH:10][c:11]1[Cl:12].